From a dataset of the Open Reaction Database (ORD), a public repository of structured organic reaction records. describe an organic reaction: reactants, conditions, products, and yield The reactants are NC1=NNC=C1C(C1=CC=CC=C1)=O (3-amino-4-benzoylpyrazole), CN(C=CC(=O)C=1C=C(C=CC1)NC(CC)=O)C (N-[3-[3-(Dimethylamino)-1-oxo-2-propenyl]phenyl]propanamide). Run in C(C)(=O)O (acetic acid). Product: C(C1=CC=CC=C1)(=O)C=1C=NN2C1N=CC=C2C=2C=C(C=CC2)NC(CC)=O (N-[3-(3-Benzoylpyrazolo[1,5-a]pyrimidin-7-yl)phenyl]propanamide). Reaction SMILES: [NH2:1][C:2]1[C:6]([C:7](=[O:14])[C:8]2[CH:13]=[CH:12][CH:11]=[CH:10][CH:9]=2)=[CH:5][NH:4][N:3]=1.CN(C)[CH:17]=[CH:18][C:19]([C:21]1[CH:22]=[C:23]([NH:27][C:28](=[O:31])[CH2:29][CH3:30])[CH:24]=[CH:25][CH:26]=1)=O>C(O)(=O)C>[C:7]([C:6]1[CH:5]=[N:4][N:3]2[C:19]([C:21]3[CH:22]=[C:23]([NH:27][C:28](=[O:31])[CH2:29][CH3:30])[CH:24]=[CH:25][CH:26]=3)=[CH:18][CH:17]=[N:1][C:2]=12)(=[O:14])[C:8]1[CH:13]=[CH:12][CH:11]=[CH:10][CH:9]=1. Procedure details: A solution of 1.87 g of 3-amino-4-benzoylpyrazole and 2.46 g of N-[3-[3-(dimethylamino)-1-oxo-2-propenyl]phenyl]propanamide (Example 169) in 50 ml of glacial acetic acid was refluxed for 15 hours and then evaporated to yield a pale yellow gum. This material was partitioned between an aqueous saturated sodium bicarbonate solution and methylene chloride. The methylene chloride solution was dried with powdered anhydrous sodium sulfate and then passed through a short column of hydrous magnesium sili... Reaction conditions: temperature 60 celsius, time 116 hour. Starting materials: S(-) α-methoxy-α-(trifluoromethyl)phenylacetic acid, C(C)(=O)OCC.C(C)O (ethyl acetate ethanol), C1(=CC=CC=C1)C(CC1=CC=C(C=C1)Br)N (1-Phenyl-2-(4-bromophenyl)ethylamine), C(C)(=O)OCC.C(C)O (ethyl acetate ethanol). Yields the product (-) -α-methoxy-α-trifluoromethyl, C(C)(=O)OC1=CC=CC=C1 (phenyl acetate), C1(=CC=CC=C1)C(CC1=CC=C(C=C1)Br)N ((-)-1-phenyl-2-(4-bromophenyl)ethylamine). Reported procedure: 1-Phenyl-2-(4-bromophenyl)ethylamine (6.71 gm, 2.43×10-2 mol) was dissolved in 40 ml of 25% ethyl acetate/ethanol. This solution was then added to a solution of S(-)-α-methoxy-α-(trifluoromethyl)phenylacetic acid (5.69 gm, 2.43×10-2 mol) in 40 ml of 25% ethyl acetate/ethanol. The resulting solution was warmed to 60° C., and then allowed to stand at room temperature for 116 hours. The mixture was then left in a freezer for 24 hours. The resulting white precipitate was collected by vacuum filtrati... As a reaction SMILES: [C:1]1([CH:7]([NH2:16])[CH2:8][C:9]2[CH:14]=[CH:13][C:12]([Br:15])=[CH:11][CH:10]=2)[CH:6]=[CH:5][CH:4]=[CH:3][CH:2]=1.[C:17]([O:20]CC)(=[O:19])[CH3:18].C(O)C>>[C:17]([O:20][C:9]1[CH:10]=[CH:11][CH:12]=[CH:13][CH:14]=1)(=[O:19])[CH3:18].[C:1]1([CH:7]([NH2:16])[CH2:8][C:9]2[CH:10]=[CH:11][C:12]([Br:15])=[CH:13][CH:14]=2)[CH:2]=[CH:3][CH:4]=[CH:5][CH:6]=1 |f:1.2|. Reactants: C(C)(C)(C)O (tert-butanol), CC1=C(C=NN1C1=CC=C(C=C1)C(F)(F)F)C(=O)N (5-methyl-1-[4-(trifluoromethyl)phenyl]-1H-pyrazole-4-carboxamide), BrC=1C=C(C(=NC1)C1=CCC2(OCCO2)CC1)C (5-bromo-2-(1,4-dioxaspiro[4.5]decan-7-en-8-yl)-3-methylpyridine), P(=O)([O-])([O-])[O-].[Na+].[Na+].[Na+] (trisodium phosphate). The reagents and catalysts are C=1C=CC(=CC1)/C=C/C(=O)/C=C/C2=CC=CC=C2.C=1C=CC(=CC1)/C=C/C(=O)/C=C/C2=CC=CC=C2.C=1C=CC(=CC1)/C=C/C(=O)/C=C/C2=CC=CC=C2.[Pd].[Pd] (tris(dibenzylideneacetone)dipalladium), C(C)(C)(C)P(C1=C(C(=C(C(=C1C)C)C)C)C1=C(C=C(C=C1C(C)C)C(C)C)C(C)C)C(C)(C)C (2-di-tert-butylphosphino-3,4,5,6-tetramethyl-2′,4′,6′-triisopropylbiphenyl). Run in O (water). Reaction conditions: temperature 110 celsius. Yields the product O1CCOC12CC=C(CC2)C2=C(C=C(C=N2)NC(=O)C=2C=NN(C2C)C2=CC=C(C=C2)C(F)(F)F)C (N-[6-(1,4-dioxaspiro[4.5]decan-7-en-8-yl)-5-methylpyridin-3-yl]-5-methyl-1-[4-(trifluoromethyl)-phenyl]-1H-pyrazole-4-carboxamide). Isolated yield 85.9%. RXN SMILES: [CH3:1][C:2]1[N:6]([C:7]2[CH:12]=[CH:11][C:10]([C:13]([F:16])([F:15])[F:14])=[CH:9][CH:8]=2)[N:5]=[CH:4][C:3]=1[C:17]([NH2:19])=[O:18].Br[C:21]1[CH:22]=[C:23]([CH3:37])[C:24]([C:27]2[CH2:36][CH2:35][C:30]3([O:34][CH2:33][CH2:32][O:31]3)[CH2:29][CH:28]=2)=[N:25][CH:26]=1.P([O-])([O-])([O-])=O.[Na+].[Na+].[Na+].C(O)(C)(C)C>C1C=CC(/C=C/C(/C=C/C2C=CC=CC=2)=O)=CC=1.C1C=CC(/C=C/C(/C=C/C2C=CC=CC=2)=O)=CC=1.C1C=CC(/C=C/C(/C=C/C2C=CC=CC=2)=O)=CC=1.[Pd].[Pd].C(P(C(C)(C)C)C1C(C)=C(C)C(C)=C(C)C=1C1C(C(C)C)=CC(C(C)C)=CC=1C(C)C)(C)(C)C.O>[O:31]1[C:30]2([CH2:35][CH2:36][C:27]([C:24]3[N:25]=[CH:26][C:21]([NH:19][C:17]([C:3]4[CH:4]=[N:5][N:6]([C:7]5[CH:12]=[CH:11][C:10]([C:13]([F:16])([F:14])[F:15])=[CH:9][CH:8]=5)[C:2]=4[CH3:1])=[O:18])=[CH:22][C:23]=3[CH3:37])=[CH:28][CH2:29]2)[O:34][CH2:33][CH2:32]1 |f:2.3.4.5,7.8.9.10.11|. Procedure: A suspension of 5-methyl-1-[4-(trifluoromethyl)phenyl]-1H-pyrazole-4-carboxamide (538 mg), 5-bromo-2-(1,4-dioxaspiro[4.5]decan-7-en-8-yl)-3-methylpyridine (620 mg) described in Reference Example 105, tris(dibenzylideneacetone)dipalladium (0) (18 mg), 2-di-tert-butylphosphino-3,4,5,6-tetramethyl-2′,4′,6′-triisopropylbiphenyl (48 mg), trisodium phosphate (509 mg) and tert-butanol (10 ml) was stirred at 110° C. After the reaction, the reaction solution was left stand, water was added and extracted ...